Task: describe an organic reaction: reactants, conditions, products, and yield. Dataset: the Open Reaction Database (ORD), a public repository of structured organic reaction records Starting materials: CON(C(=O)C1=CN(C2=CC=CC=C2C1=O)CC1=NC(=CC=C1)C)C (1-(6-methyl-pyridin-2-ylmethyl)-4-oxo-1,4-dihydro-quinoline-3-carboxylic acid methoxy-methyl-amide), white powder, C(C)C1=NC=C(C=C1)I (2-ethyl-5-iodo-pyridine), C(C)(C)[Mg]Cl (isopropylmagnesium chloride). Run in C1CCOC1 (THF), C1CCOC1 (THF). Yields the product C(C)C1=CC=C(C=N1)C(=O)C1=CN(C2=CC=CC=C2C1=O)CC1=NC(=CC=C1)C (3-(6-Ethyl-pyridine-3-carbonyl)-1-(6-methyl-pyridin-2-ylmethyl)-1H-quinolin-4-one). RXN SMILES: CON(C)[C:4]([C:6]1[C:15](=[O:16])[C:14]2[C:9](=[CH:10][CH:11]=[CH:12][CH:13]=2)[N:8]([CH2:17][C:18]2[CH:23]=[CH:22][CH:21]=[C:20]([CH3:24])[N:19]=2)[CH:7]=1)=[O:5].[CH2:26]([C:28]1[CH:33]=[CH:32][C:31](I)=[CH:30][N:29]=1)[CH3:27].C([Mg]Cl)(C)C>C1COCC1>[CH2:26]([C:28]1[N:29]=[CH:30][C:31]([C:4]([C:6]2[C:15](=[O:16])[C:14]3[C:9](=[CH:10][CH:11]=[CH:12][CH:13]=3)[N:8]([CH2:17][C:18]3[CH:23]=[CH:22][CH:21]=[C:20]([CH3:24])[N:19]=3)[CH:7]=2)=[O:5])=[CH:32][CH:33]=1)[CH3:27]. Procedure: Experimental conditions analogous to those described for Step 6 of Example 60, from 85 mg (0.25 mmol) of 1-(6-methyl-pyridin-2-ylmethyl)-4-oxo-1,4-dihydro-quinoline-3-carboxylic acid methoxy-methyl-amide in 2.5 mL THF and 129 mg (0.56 mmol) of 2-ethyl-5-iodo-pyridine in 1 mL THF with 0.29 mL 2M isopropylmagnesium chloride. Yield: 41 mg of a white powder. LC-MSD, m/z for C24H21N3O2 [M+H]+=384.1; HPLC retention time: 0.7 min. The reactants are COCCOCCOCCOC (triethylene glycol dimethyl ether), NC1=CC=CC=C1 (Aniline), S(=O)(=O)(C1=CC=C(C)C=C1)OCC1OC(CC1)COS(=O)(=O)C1=CC=C(C)C=C1 (2,5-bis(tosyloxymethyl)tetrahydrofuran), ( II ). The solvent is [OH-].[Na+] (sodium hydroxide). Conditions: temperature 185 celsius. The product is C1(=CC=CC=C1)N1CC2CCC(C1)O2 (3-Phenyl-8-Oxa-3-Azabicyclo(3.2.1)Octane). Reaction SMILES: [NH2:1][C:2]1[CH:7]=[CH:6][CH:5]=[CH:4][CH:3]=1.S(O[CH2:19][CH:20]1[CH2:24][CH2:23][CH:22]([CH2:25]OS(C2C=CC(C)=CC=2)(=O)=O)[O:21]1)(C1C=CC(C)=CC=1)(=O)=O.COCCOCCOCCOC>[OH-].[Na+]>[C:2]1([N:1]2[CH2:25][CH:22]3[O:21][CH:20]([CH2:24][CH2:23]3)[CH2:19]2)[CH:7]=[CH:6][CH:5]=[CH:4][CH:3]=1 |f:3.4|. Procedure: Aniline (1.2 mole, 111.8 grams) was added to a mixture of 2,5-bis(tosyloxymethyl)tetrahydrofuran, represented by formula (II), (0.4 mole, 176.2 grams) and 300 ml of Ansul 161 (triethylene glycol dimethyl ether) and the reaction mixture heated for 4 hours at 185° C. The reaction mixture was cooled to room temperature and neutralized with a methanolic sodium hydroxide solution (32 grams NaOH in 300 ml CH3OH). Sodium tosylate was filtered and Ansul 161 and excess aniline stripped from the filtrate ... Reactants: C(C)(=O)OCC (ethyl acetate), ClC1=C2C(=NC=C1)NN=C2C(F)(F)F (4-Chloro-3-(trifluoromethyl)-1H-pyrazolo[3,4-b]pyridine), N1=CC(=CC2=CC=CC=C12)B(O)O (quinoline-3-boronic acid), C([O-])([O-])=O.[Na+].[Na+] (sodium carbonate). Run in O1CCOCC1 (1,4-dioxane), O (water). Reaction conditions: temperature 100 celsius, time 3 hour. Yields the product FC(C1=NNC2=NC=CC(=C21)C=2C=NC1=CC=CC=C1C2)(F)F (3-{3-(Trifluoromethyl)-1H-pyrazolo[3,4-b]pyridin-4-yl}quinoline). Isolated yield 33.1%. Reaction SMILES: Cl[C:2]1[CH:7]=[CH:6][N:5]=[C:4]2[NH:8][N:9]=[C:10]([C:11]([F:14])([F:13])[F:12])[C:3]=12.[N:15]1[C:24]2[C:19](=[CH:20][CH:21]=[CH:22][CH:23]=2)[CH:18]=[C:17](B(O)O)[CH:16]=1.C(=O)([O-])[O-].[Na+].[Na+].C(OCC)(=O)C>O1CCOCC1.O>[F:12][C:11]([F:14])([F:13])[C:10]1[C:3]2[C:4](=[N:5][CH:6]=[CH:7][C:2]=2[C:17]2[CH:16]=[N:15][C:24]3[C:19]([CH:18]=2)=[CH:20][CH:21]=[CH:22][CH:23]=3)[NH:8][N:9]=1 |f:2.3.4|. Procedure: A [1,1-bis-(diphenylphosphino)-ferrocene]dichloropalladium(II) dichloromethane complex (0.74 g) was added to a solution of compound (1c) (2.0 g), quinoline-3-boronic acid (2.5 g), and an aqueous sodium carbonate solution (1 M, 18 mL) in 1,4-dioxane (45 mL) under a nitrogen atmosphere, followed by stirring at 100° C. for 3 hr. The reaction solution was distributed between ethyl acetate and water, and the organic layer was washed with saturated saline and then dried over anhydrous sodium sulfate. ... Reactants: CCn1c2ccccc2c2cc(C=O)ccc21, CC(C)O, NNc1ccccc1. Product: CCn1c2ccccc2c2cc(C=NNc3ccccc3)ccc21. Reaction SMILES: [CH2:9]([CH3:10])[n:11]1[c:12]2[cH:13][cH:14][cH:15][cH:16][c:17]2[c:18]2[cH:19][c:20]([CH:24]=[O:25])[cH:21][cH:22][c:23]12.[CH:26]([OH:27])([CH3:28])[CH3:29].[NH2:1][NH:2][c:3]1[cH:4][cH:5][cH:6][cH:7][cH:8]1>>[N:1]([NH:2][c:3]1[cH:4][cH:5][cH:6][cH:7][cH:8]1)=[CH:24][c:20]1[cH:19][c:18]2[c:17]3[c:12]([n:11]([CH2:9][CH3:10])[c:23]2[cH:22][cH:21]1)[cH:13][cH:14][cH:15][cH:16]3. Reactants: N (ammonia), ClC=1C=CC2=C(C(=NCC(=N2)NNC(CCCCCC)=O)C2=CC=CC=C2)C1 (7-chloro-2-(2-enanthylhydrazino)-5-phenyl-3H-1,4-benzodiazepine), polyphosphoric acid, ice water. The product is ClC=1C=CC2=C(C(=NCC=3N2C(=NN3)CCCCCC)C3=CC=CC=C3)C1 (8-chloro-1-hexyl-6-phenyl-4H-s-triazolo [4,3-a] [1,4] benzodiazepine). As a reaction SMILES: [Cl:1][C:2]1[CH:3]=[CH:4][C:5]2[N:11]=[C:10]([NH:12][NH:13][C:14](=O)[CH2:15][CH2:16][CH2:17][CH2:18][CH2:19][CH3:20])[CH2:9][N:8]=[C:7]([C:22]3[CH:27]=[CH:26][CH:25]=[CH:24][CH:23]=3)[C:6]=2[CH:28]=1.N>>[Cl:1][C:2]1[CH:3]=[CH:4][C:5]2[N:11]3[C:14]([CH2:15][CH2:16][CH2:17][CH2:18][CH2:19][CH3:20])=[N:13][N:12]=[C:10]3[CH2:9][N:8]=[C:7]([C:22]3[CH:27]=[CH:26][CH:25]=[CH:24][CH:23]=3)[C:6]=2[CH:28]=1. Procedure: A mixture of 1.98 parts of 7-chloro-2-(2-enanthylhydrazino)-5-phenyl-3H-1,4-benzodiazepine and 30 parts of polyphosphoric acid is heated at 170° C to 180° C for 2 hours. To the mixture is added 200 parts by volume of ice-water and the resulting solution is neutralized with concentrated aqueous ammonia under ice-cooling, followed by extraction with chloroform. The chloroform layer is washed with water, dried over sodium sulfate and the solvent is evaporated. The residue is recrystallized from aqu... Starting materials: [H-].[Na+] (sodium hydride), N1(CCCC1)C1=CC(=NC=C1)C=1NC(=CC(C1)=O)C1=NC=CC(=C1)N1CCCC1 (4,4″-di-pyrrolidin-1-yl-1′H-[2,2′;6′,2″]terpyridin-4′-one), CI (methyl iodide). The solvent is CN(C=O)C (N,N-dimethylformamide). Run at temperature 0 celsius, time 30 minute. The product is COC1=CC(=NC(=C1)C1=NC=CC(=C1)N1CCCC1)C1=NC=CC(=C1)N1CCCC1 (4′-Methoxy-4,4″-di-pyrrolidin-1-yl-[2,2′;6′,2″]-terpyridine). As a reaction SMILES: [H-].[Na+].[N:3]1([C:8]2[CH:13]=[CH:12][N:11]=[C:10]([C:14]3[NH:15][C:16]([C:21]4[CH:26]=[C:25]([N:27]5[CH2:31][CH2:30][CH2:29][CH2:28]5)[CH:24]=[CH:23][N:22]=4)=[CH:17][C:18](=[O:20])[CH:19]=3)[CH:9]=2)[CH2:7][CH2:6][CH2:5][CH2:4]1.[CH3:32]I>CN(C)C=O>[CH3:32][O:20][C:18]1[CH:17]=[C:16]([C:21]2[CH:26]=[C:25]([N:27]3[CH2:28][CH2:29][CH2:30][CH2:31]3)[CH:24]=[CH:23][N:22]=2)[N:15]=[C:14]([C:10]2[CH:9]=[C:8]([N:3]3[CH2:4][CH2:5][CH2:6][CH2:7]3)[CH:13]=[CH:12][N:11]=2)[CH:19]=1 |f:0.1|. Procedure: 26 mg of sodium hydride dispersion (60% strength, 0.65 mmol) are suspended under argon in 5 ml of abs. N,N-dimethylformamide and cooled to 0° C. Then 193 mg (0.5 mmol) of 4,4″-di-pyrrolidin-1-yl-1′H-[2,2′;6′,2″]terpyridin-4′-one (L18 from Example 24) are added. The yellow suspension is stirred for 30 minutes 0° C. and then heated at room temperature for 15 minutes. The mixture is cooled again and a solution of 40 μl (0.65 mmol) of methyl iodide is added. The mixture is stirred for a further 45 m... Reaction SMILES: [C:1]([Mg]Br)#[CH:2].[C:5]([O:9][C:10](=[O:23])[NH:11][C:12]([C:16]1[CH:21]=[CH:20][CH:19]=[C:18]([Br:22])[CH:17]=1)([CH3:15])[CH:13]=[O:14])([CH3:8])([CH3:7])[CH3:6]>C1COCC1.[NH4+].[Cl-]>[C:5]([O:9][C:10](=[O:23])[NH:11][C:12]([C:16]1[CH:21]=[CH:20][CH:19]=[C:18]([Br:22])[CH:17]=1)([CH3:15])[CH:13]([OH:14])[C:1]#[CH:2])([CH3:6])([CH3:7])[CH3:8] |f:3.4|. Solvent: C1CCOC1 (THF), C1CCOC1 (THF), [NH4+].[Cl-] (NH4Cl). The product is C(C)(C)(C)OC(NC(C(C#C)O)(C)C1=CC(=CC=C1)Br)=O (rac-[1-(3-bromo-phenyl)-2-hydroxy-1-methyl-but-3-ynyl]-carbamic acid tert-butyl ester). Reactants: C(#C)[Mg]Br (Ethynylmagnesium bromide), C(C)(C)(C)OC(NC(C=O)(C)C1=CC(=CC=C1)Br)=O (rac-[1-(3-bromo-phenyl)-1-methyl-2-oxo-ethyl]-carbamic acid tert-butyl ester). Run at temperature 0 celsius, time 30 minute. Reported procedure: Ethynylmagnesium bromide 0.5 M in THF (23.89 mL, 11.94 mmol) was added dropwise to a solution of rac-[1-(3-bromo-phenyl)-1-methyl-2-oxo-ethyl]-carbamic acid tert-butyl ester (1.96 g, 5.97 mmol) in THF (60 mL) at 0° C. under nitrogen. The mixture was stirred at 0° C. for 15 minutes and at room temperature for 30 minutes. The mixture was diluted with NH4Cl (aq. sat. solution) and extracted with DCM. The organic layer was separated, dried (MgSO4), filtered and the solvents evaporated in vacuo to yi... Isolated yield 99.0%. Reactants: NC1=CC=C(C=C1)C=1C(CC(NN1)=O)C (6-(4-aminophenyl)-5-methyl-4,5-dihydro-3(2H)-pyridazinone), O1C=CC(C=C1)=O (4H-pyran-4-one), Cl (hydrochloric acid), N (ammonia), [OH-].[Na+] (NaOH). Run in O (water), O (water), O (water), O (water). Yields the product CC1CC(NN=C1C1=CC=C(C=C1)N1C=CC(C=C1)=O)=O (5-Methyl-6-[4-(4-oxo-1,4-dihydropyridin-1-yl)phenyl]-4,5-dihydro-3(2H)-pyridazinone). As a reaction SMILES: [NH2:1][C:2]1[CH:7]=[CH:6][C:5]([C:8]2[CH:9]([CH3:15])[CH2:10][C:11](=[O:14])[NH:12][N:13]=2)=[CH:4][CH:3]=1.O1[CH:21]=[CH:20][C:19](=[O:22])[CH:18]=[CH:17]1.Cl.N.[OH-].[Na+]>O>[CH3:15][CH:9]1[C:8]([C:5]2[CH:6]=[CH:7][C:2]([N:1]3[CH:21]=[CH:20][C:19](=[O:22])[CH:18]=[CH:17]3)=[CH:3][CH:4]=2)=[N:13][NH:12][C:11](=[O:14])[CH2:10]1 |f:4.5|. Reported procedure: A stirred mixture of 6-(4-aminophenyl)-5-methyl-4,5-dihydro-3(2H)-pyridazinone (1.0 g), 4H-pyran-4-one (0.52 g), water (20 ml), and concentrated hydrochloric acid (0.41 ml) was heated under reflux for 31/2 hours. The resultant solid was dissolved in the minimum of hot water and the solution was neutralised with aqueous ammonia to give the crude product, 1.16 g, m.p. 249°-256° C. The product was recyrstallised first from water to which a little 2N NaOH was added, and then from water alone to give... The reactants are C1(=CC=CC=C1)[C@H]1[C@@H](CCC1)N ((+,−) Trans-2-phenyl-cyclopentylamine), C1CCC2=NCCCN2CC1 (DBU), CC(C)S(=O)(=O)Cl (2-propanesulfonyl chloride), C1CCC2=NCCCN2CC1 (DBU), CC(C)S(=O)(=O)Cl (2-propanesulfonyl chloride). The solvent is C(Cl)Cl (methylene chloride), C(Cl)Cl (methylene chloride). Conditions: temperature 0 celsius, time 8 hour. Product: C1(=CC=CC=C1)[C@H]1[C@@H](CCC1)NS(=O)(=O)C(C)C ((+,−) Trans-propane-2-sulfonic Acid (2-phenyl-cyclopentyl)-amide). The yield is 57.6%. As a reaction SMILES: [C:1]1([C@@H:7]2[CH2:11][CH2:10][CH2:9][C@H:8]2[NH2:12])[CH:6]=[CH:5][CH:4]=[CH:3][CH:2]=1.C1CCN2C(=NCCC2)CC1.[CH3:24][CH:25]([S:27](Cl)(=[O:29])=[O:28])[CH3:26]>C(Cl)Cl>[C:1]1([C@@H:7]2[CH2:11][CH2:10][CH2:9][C@H:8]2[NH:12][S:27]([CH:25]([CH3:26])[CH3:24])(=[O:29])=[O:28])[CH:6]=[CH:5][CH:4]=[CH:3][CH:2]=1. Procedure: (+,−) Trans-2-phenyl-cyclopentylamine (5.95 g, 37.0 mmol, preparation 3) was dissolved in dry methylene chloride and cooled to 0° C. under a nitrogen atmosphere. 6.1 mL (40.7 mmol) of DBU was added followed by dropwise addition of 2-propanesulfonyl chloride (4.6 mL, 40.7 mmol). The reaction was allowed to warm to room temperature and stirred overnight. The reaction was judged incomplete by TLC and an additional 20% of DBU and 2-propanesulfonyl chloride were added. Stirring at room temperature wa...